This data is from the Open Reaction Database (ORD), a public repository of structured organic reaction records. The task is: describe an organic reaction: reactants, conditions, products, and yield The reactants are O=C([O-])[O-], CCOC(C)=O, ClCCCl, NC(=O)c1nc(-c2c(F)cccc2F)oc1-c1ccc(O)cc1, [K+], [K+], CN(C)C=O. Product: NC(=O)c1nc(-c2c(F)cccc2F)oc1-c1ccc(OCCCl)cc1. As a reaction SMILES: [C:24](=[O:25])([O-:26])[O-:27].[CH3:39][CH2:40][O:41][C:42]([CH3:43])=[O:44].[Cl:30][CH2:31][CH2:32][Cl:33].[F:1][c:2]1[c:3](-[c:9]2[o:10][c:11](-[c:17]3[cH:18][cH:19][c:20]([OH:23])[cH:21][cH:22]3)[c:12]([C:14](=[O:15])[NH2:16])[n:13]2)[c:4]([F:8])[cH:5][cH:6][cH:7]1.[K+:28].[K+:29].[O:34]=[CH:35][N:36]([CH3:37])[CH3:38]>>[F:1][c:2]1[c:3](-[c:9]2[o:10][c:11](-[c:17]3[cH:18][cH:19][c:20]([O:23][CH2:32][CH2:31][Cl:30])[cH:21][cH:22]3)[c:12]([C:14](=[O:15])[NH2:16])[n:13]2)[c:4]([F:8])[cH:5][cH:6][cH:7]1. Starting materials: CN(Cc1ccc2c(Br)c(O)ccc2c1)C(=O)c1oc2ccccc2c1CCc1ccccc1, COC(=O)CBr, O=C([O-])[O-], [K+], [K+], CN(C)C=O. Product: COC(=O)COc1ccc2cc(CN(C)C(=O)c3oc4ccccc4c3CCc3ccccc3)ccc2c1Br. As a reaction SMILES: [Br:1][c:2]1[c:3]2[cH:4][cH:5][c:6]([CH2:13][N:14]([C:15](=[O:16])[c:17]3[o:18][c:19]4[c:20]([c:21]3[CH2:22][CH2:23][c:24]3[cH:25][cH:26][cH:27][cH:28][cH:29]3)[cH:30][cH:31][cH:32][cH:33]4)[CH3:34])[cH:7][c:8]2[cH:9][cH:10][c:11]1[OH:12].[Br:35][CH2:36][C:37](=[O:38])[O:39][CH3:40].[C:41](=[O:42])([O-:43])[O-:44].[K+:45].[K+:46].[O:47]=[CH:48][N:49]([CH3:50])[CH3:51]>>[Br:1][c:2]1[c:3]2[cH:4][cH:5][c:6]([CH2:13][N:14]([C:15](=[O:16])[c:17]3[o:18][c:19]4[c:20]([c:21]3[CH2:22][CH2:23][c:24]3[cH:25][cH:26][cH:27][cH:28][cH:29]3)[cH:30][cH:31][cH:32][cH:33]4)[CH3:34])[cH:7][c:8]2[cH:9][cH:10][c:11]1[O:12][CH2:36][C:37](=[O:38])[O:39][CH3:40]. Reactants: [OH-].[Na+] (NaOH), OC1=CC=C(OC(C(=O)O)C)C=C1 (2-(4-hydroxyphenoxy)propionic acid), C1(=CC=C(C=C1)S(=O)(=O)O)C (p-toluene sulfonic acid), CC1CCCCC1 (methylcyclohexane), ClC=1C=C(C(=NC1)F)F (5-Chloro-2,3-difluoropyridine). Yields the product COC(C(C)OC1=CC=C(C=C1)OC1=NC=C(C=C1F)Cl)=O (2-(4-(3-FLUORO-5-CHLORO-2-PYRIDINYLOXY)PHENOXY)PROPIONIC ACID METHYL ESTER). The solvent is CS(=O)C (DMSO), O (water). Isolated yield 654960.4%. RXN SMILES: [OH-].[Na+].[OH:3][C:4]1[CH:15]=[CH:14][C:7]([O:8][CH:9]([CH3:13])[C:10]([OH:12])=[O:11])=[CH:6][CH:5]=1.[Cl:16][C:17]1[CH:18]=[C:19]([F:24])[C:20](F)=[N:21][CH:22]=1.[C:25]1(C)C=CC(S(O)(=O)=O)=CC=1.CC1CCCCC1>CS(C)=O.O>[CH3:25][O:11][C:10](=[O:12])[CH:9]([O:8][C:7]1[CH:6]=[CH:5][C:4]([O:3][C:20]2[C:19]([F:24])=[CH:18][C:17]([Cl:16])=[CH:22][N:21]=2)=[CH:15][CH:14]=1)[CH3:13] |f:0.1|. Reaction conditions: temperature 70 celsius, time 20 minute. Procedure: A solution of NaOH (2.7 g, 0.068 mol) in a few ml of water was added to 2-(4-hydroxyphenoxy)propionic acid (6.09 g, 0.033 mol) in 55 ml DMSO and the mixture was stirred for 20 minutes under nitrogen. 5-Chloro-2,3-difluoropyridine (5.0 g, 0.033 mol) was added and the mixture was heated at 70° C. for 5 hours. The reaction was then poured over ice and extracted with CH2Cl2. The organic layer was washed with water, dried over Na2SO4 and the solvent removed by rotary evaporation. The residual oil was... Starting materials: C1(=CC=CC=C1)N(C1=CC=CC=C1)C1=CC=CC=C1 (Triphenyl amine), CN(C)C=O (DMF), P(=O)(Cl)(Cl)Cl (Phosphorus oxychloride), [OH-].[Na+] (sodium hydroxide). Conditions: temperature 80 celsius, time 30 minute. The product is C1(=CC=CC=C1)N(C1=CC=C(C=O)C=C1)C1=CC=CC=C1 (4-diphenylaminobenzaldehyde). Yield: 84.0%. As a reaction SMILES: [C:1]1([N:7]([C:14]2[CH:19]=[CH:18][CH:17]=[CH:16][CH:15]=2)[C:8]2[CH:13]=[CH:12][CH:11]=[CH:10][CH:9]=2)[CH:6]=[CH:5][CH:4]=[CH:3][CH:2]=1.P(Cl)(Cl)(Cl)=O.[OH-].[Na+].CN([CH:30]=[O:31])C>>[C:14]1([N:7]([C:1]2[CH:2]=[CH:3][CH:4]=[CH:5][CH:6]=2)[C:8]2[CH:13]=[CH:12][C:11]([CH:30]=[O:31])=[CH:10][CH:9]=2)[CH:15]=[CH:16][CH:17]=[CH:18][CH:19]=1 |f:2.3|. Procedure: Triphenyl amine (98.32 g, 0.393 mol) is suspended in DMF (280 ml). Phosphorus oxychloride (66.24 g, 0.432 mol) is added dropwise to it over a 30-minutes period without external cooling. After stirring for one more hour, the reaction is heated to 80° C. (bath temperature) for 2 ½ hours. After cooling to room temperature, the reaction is slowly poured onto ice-cold water (8 liters) with vigorous stirring. After 30 minutes, aqueous sodium hydroxide (5 N, 250 ml) is added to the reaction, and stirri... The reactants are CCn1c(C)c(-c2ccc(CC(NC(=O)c3c(Cl)cccc3Cl)C(=O)OC)cc2)c(=O)n(CC)c1=O, CCO, [Na+], [OH-]. Yields the product CCn1c(C)c(-c2ccc(CC(NC(=O)c3c(Cl)cccc3Cl)C(=O)O)cc2)c(=O)n(CC)c1=O. As a reaction SMILES: [CH3:1][O:2][C:3]([CH:4]([NH:5][C:6](=[O:7])[c:8]1[c:9]([Cl:15])[cH:10][cH:11][cH:12][c:13]1[Cl:14])[CH2:16][c:17]1[cH:18][cH:19][c:20](-[c:23]2[c:24](=[O:35])[n:25]([CH2:33][CH3:34])[c:26](=[O:32])[n:27]([CH2:30][CH3:31])[c:28]2[CH3:29])[cH:21][cH:22]1)=[O:36].[CH3:39][CH2:40][OH:41].[Na+:38].[OH-:37]>>[O:2]=[C:3]([CH:4]([NH:5][C:6](=[O:7])[c:8]1[c:9]([Cl:15])[cH:10][cH:11][cH:12][c:13]1[Cl:14])[CH2:16][c:17]1[cH:18][cH:19][c:20](-[c:23]2[c:24](=[O:35])[n:25]([CH2:33][CH3:34])[c:26](=[O:32])[n:27]([CH2:30][CH3:31])[c:28]2[CH3:29])[cH:21][cH:22]1)[OH:36].